From a dataset of the Open Reaction Database (ORD), a public repository of structured organic reaction records. describe an organic reaction: reactants, conditions, products, and yield The reactants are O=C(NCC(=O)N1CCN(Cc2ccccc2)CC1)c1ccc(Oc2ccccc2)cc1, CO, [H][H]. The product is O=C(NCC(=O)N1CCNCC1)c1ccc(Oc2ccccc2)cc1. Reaction SMILES: [CH2:1]([c:2]1[cH:3][cH:4][cH:5][cH:6][cH:7]1)[N:8]1[CH2:9][CH2:10][N:11]([C:14]([CH2:15][NH:16][C:17]([c:18]2[cH:19][cH:20][c:21]([O:24][c:25]3[cH:26][cH:27][cH:28][cH:29][cH:30]3)[cH:22][cH:23]2)=[O:31])=[O:32])[CH2:12][CH2:13]1.[CH3:35][OH:36].[H:33][H:34]>>[NH:8]1[CH2:9][CH2:10][N:11]([C:14]([CH2:15][NH:16][C:17]([c:18]2[cH:19][cH:20][c:21]([O:24][c:25]3[cH:26][cH:27][cH:28][cH:29][cH:30]3)[cH:22][cH:23]2)=[O:31])=[O:32])[CH2:12][CH2:13]1. Reactants: NC1=CC=CC=C1 (aniline), C(C)(C)(C)C=1C=C(C(=O)OCCC(=O)OC2=CC(=C(C=C2)Cl)N)C=C(C1O)C(C)(C)C (2-(3-Amino-4-chlorophenylcarboxy)ethyl 3,5-di-t-butyl-4-hydroxybenzoate), β-ketoester, C(CCC)OC1=CC=C(C=C1)C(CC(=O)OCC)=O (Ethyl 3-(4-butoxyphenyl)-3-oxopropanoate). Run in C=1(C(=CC=CC1)C)C (xylene). Run at time 5 hour. Product: C(C)(C)(C)C=1C=C(C(=O)OCCC(=O)OC2=CC(=C(C=C2)Cl)NC(CC(=O)C2=CC=C(C=C2)OCCCC)=O)C=C(C1O)C(C)(C)C (2-{3-[3-(4-n-Butoxyphenyl)-3-oxopropanamido]-4-chlorophenylcarboxy}ethyl 3,5-di-t-butyl-4-hydroxybenzoate). Yield: 82.2%. Reaction SMILES: NC1C=CC=CC=1.[C:8]([C:12]1[CH:13]=[C:14]([CH:31]=[C:32]([C:35]([CH3:38])([CH3:37])[CH3:36])[C:33]=1[OH:34])[C:15]([O:17][CH2:18][CH2:19][C:20]([O:22][C:23]1[CH:28]=[CH:27][C:26]([Cl:29])=[C:25]([NH2:30])[CH:24]=1)=[O:21])=[O:16])([CH3:11])([CH3:10])[CH3:9].[CH2:39]([O:43][C:44]1[CH:49]=[CH:48][C:47]([C:50](=[O:57])[CH2:51][C:52](OCC)=[O:53])=[CH:46][CH:45]=1)[CH2:40][CH2:41][CH3:42]>C1(C)C(C)=CC=CC=1>[C:35]([C:32]1[CH:31]=[C:14]([CH:13]=[C:12]([C:8]([CH3:10])([CH3:11])[CH3:9])[C:33]=1[OH:34])[C:15]([O:17][CH2:18][CH2:19][C:20]([O:22][C:23]1[CH:28]=[CH:27][C:26]([Cl:29])=[C:25]([NH:30][C:52](=[O:53])[CH2:51][C:50]([C:47]2[CH:48]=[CH:49][C:44]([O:43][CH2:39][CH2:40][CH2:41][CH3:42])=[CH:45][CH:46]=2)=[O:57])[CH:24]=1)=[O:21])=[O:16])([CH3:38])([CH3:37])[CH3:36]. Reported procedure: A solution of the aniline from (c) (19.8 g, 44.2 mmole) and the β-ketoester from (e) (13.0 g, 44.2 mmole) in xylene (160 ml) were heated under reflux, using a Dean & Stark apparatus, for 5 hours. Over the final hour, the volume of the mixture was reduced to 75 ml by distillation. 60-80 petroleum ether (300 ml) was added with cooling and the solid collected by filtration. The product was isolated as a brown solid (24.2 g, 82%). m.p. 94-96%. Starting materials: O.O.CC1=NC(=CC(=N1)C)C (2,4,6-trimethylpyrimidine dihydrate), C(C)(=O)CC(C)=O (acetylacetone), Cl.C(C)(=N)N (acetamidine hydrochloride), C1(=C(C(=CC(=C1)C)C)S(=O)(=O)ON)C (O-(mesitylenesulfonyl)hydroxylamine). Run at time 5 hour. RXN SMILES: O.O.[CH3:3][C:4]1[N:9]=[C:8]([CH3:10])[CH:7]=[C:6]([CH3:11])[N:5]=1.C(CC(=O)C)(=O)C.Cl.C(N)(=[NH:22])C.[C:24]1([CH3:37])[CH:29]=[C:28]([CH3:30])[CH:27]=[C:26]([CH3:31])[C:25]=1[S:32]([O:35]N)(=[O:34])=[O:33]>ClCCl>[C:24]1([CH3:37])[CH:29]=[C:28]([CH3:30])[CH:27]=[C:26]([CH3:31])[C:25]=1[S:32]([O-:35])(=[O:34])=[O:33].[NH2:22][N+:5]1[C:6]([CH3:11])=[CH:7][C:8]([CH3:10])=[N:9][C:4]=1[CH3:3] |f:0.1.2,4.5,8.9|. Product: C1(=C(C(=CC(=C1)C)C)S(=O)(=O)[O-])C.N[N+]1=C(N=C(C=C1C)C)C (1-Amino-2,4,6-trimethylpyrimidinium mesitylene-2-sulfonate). Reported procedure: 2,4,6-trimethylpyrimidine dihydrate (0.79 g, 5.0 mmole, prepared from acetylacetone and acetamidine hydrochloride according to A. Bowman, J. Chem. Soc. 1937;494–495) in dichloromethane (10 mL) was dried over Na2SO4 and filtered. Separately, O-(mesitylenesulfonyl)hydroxylamine containing ca. 25% water (1.57 g, ca. 5.4 mmole) was dissolved in dichloromethane (10 mL) and dried over Na2SO4 and filtered. The dry O-(mesitylenesulfonyl)hydroxylamine filtrate was added dropwise to the dry 2,4,6-trimethy... The solvent is ClCCl (dichloromethane). Conditions: time 3 day. The reactants are C[Al](C)C (trimethylaluminium), C(C=C)N1C(C=C(C1)NC1=C(C=NN1CCCl)C#N)=O (5-[N-(2-propenyl)-2-oxo-3-pyrrolin-4-yl]amino-1-(2-chloroethyl)-4-cyanopyrazole), Cl (HCl). Product: NC1=C2C(=NC3=C1C(N(C3)CC=C)=O)N(N=C2)CCCl (4-amino-1-(2-chloroethyl)-6,7-dihydro-6-(2-propenyl)pyrazolo[3,4-b]pyrrolo[3,4-e]pyridin-5(1H)-one). Procedure: A suspension of 5-[N-(2-propenyl)-2-oxo-3-pyrrolin-4-yl]amino-1-(2-chloroethyl)-4-cyanopyrazole (19.60 g.) in dry dichloromethane (200 ml.) was cooled to 0° under nitrogen with stirring, while a solution of trimethylaluminium in hexane (57 ml. of 25 wt. % solution) was added dropwise. Gas evolved. The resulting clear yellow solution was warmed to room temperature and allowed to stir under nitrogen for three days. After cooling to 0° and introducing a vigorous stream of nitrogen, 3N aqueous HCl w... As a reaction SMILES: [CH2:1]([N:4]1[CH2:8][C:7]([NH:9][C:10]2[N:14]([CH2:15][CH2:16][Cl:17])[N:13]=[CH:12][C:11]=2[C:18]#[N:19])=[CH:6][C:5]1=[O:20])[CH:2]=[CH2:3].C[Al](C)C.Cl>ClCCl.CCCCCC.[OH-].[Na+]>[NH2:19][C:18]1[C:6]2[C:5](=[O:20])[N:4]([CH2:1][CH:2]=[CH2:3])[CH2:8][C:7]=2[N:9]=[C:10]2[N:14]([CH2:15][CH2:16][Cl:17])[N:13]=[CH:12][C:11]=12 |f:5.6|. Run in CCCCCC (hexane), [OH-].[Na+] (NaOH), ClCCl (dichloromethane), ClCCl (dichloromethane). The reactants are CC=1C=CC(=C(C1)\C=C(/C#N)\C=1C=NC(=CC1)C)[N+](=O)[O-] ((Z)-3-(5-methyl-2-nitrophenyl)-2-(6-methylpyridin-3-yl)acrylonitrile), [BH4-].[Na+] (sodium borohydride). The solvent is C1CCOC1 (THF), CO (MeOH), O (water). Reaction conditions: temperature 0 celsius, time 2 hour. The product is CC=1C=CC(=C(C1)CC(C#N)C=1C=NC(=CC1)C)[N+](=O)[O-] (3-(5-methyl-2-nitrophenyl)-2-(6-methylpyridin-3-yl)propanenitrile). Yield: 91.9%. Reaction SMILES: [CH3:1][C:2]1[CH:3]=[CH:4][C:5]([N+:19]([O-:21])=[O:20])=[C:6](/[CH:8]=[C:9](/[C:12]2[CH:13]=[N:14][C:15]([CH3:18])=[CH:16][CH:17]=2)\[C:10]#[N:11])[CH:7]=1.[BH4-].[Na+]>C1COCC1.CO.O>[CH3:1][C:2]1[CH:3]=[CH:4][C:5]([N+:19]([O-:21])=[O:20])=[C:6]([CH2:8][CH:9]([C:12]2[CH:13]=[N:14][C:15]([CH3:18])=[CH:16][CH:17]=2)[C:10]#[N:11])[CH:7]=1 |f:1.2|. Procedure: To a cooled solution of (Z)-3-(5-methyl-2-nitrophenyl)-2-(6-methylpyridin-3-yl)acrylonitrile (6.5 g, 0.0232 mol) in THF (44 mL) and MeOH (135 mL) was added sodium borohydride (1.7 g, 0.0465 mol) at 0° C. under nitrogen atmosphere. After the addition, the reaction mixture was stirred for 2 h at 0° C. After completion of reaction (monitored by TLC), the reaction mixture was diluted with water (100 mL), and extracted with EtOAc (3×150 mL). The organic layer was dried over anhydrous sodium sulfate, ...